This data is from the Open Reaction Database (ORD), a public repository of structured organic reaction records. The task is: describe an organic reaction: reactants, conditions, products, and yield Starting materials: CCOC(=O)c1cccc2c1c(O)c(-c1ccccc1)c(=O)n2Cc1ccc(OC)cc1, O=C(O)C(F)(F)F. The product is CCOC(=O)c1cccc2[nH]c(=O)c(-c3ccccc3)c(O)c12. RXN SMILES: [OH:1][c:2]1[c:3](-[c:27]2[cH:28][cH:29][cH:30][cH:31][cH:32]2)[c:4](=[O:26])[n:5]([CH2:17][c:18]2[cH:19][cH:20][c:21]([O:22][CH3:23])[cH:24][cH:25]2)[c:6]2[cH:7][cH:8][cH:9][c:10]([C:12](=[O:13])[O:14][CH2:15][CH3:16])[c:11]12.[OH:33][C:34]([C:35]([F:36])([F:37])[F:38])=[O:39]>>[OH:1][c:2]1[c:3](-[c:27]2[cH:28][cH:29][cH:30][cH:31][cH:32]2)[c:4](=[O:26])[nH:5][c:6]2[cH:7][cH:8][cH:9][c:10]([C:12](=[O:13])[O:14][CH2:15][CH3:16])[c:11]12. Reactants: CC1=C(C(=CC=C1C)[N+](=O)[O-])N=C1NC2(CS1)CCCC2 (2-(2,3-dimethyl-6-nitrophenylimino)-3-thia-1-azaspiro[4.4]nonane), C(C(C)C)Br (isobutyl bromide). Yields the product CC1=C(C(=CC=C1C)[N+](=O)[O-])N=C1N(C2(CS1)CCCC2)CC(C)C (2-(2,3-dimethyl-6-nitrophenylimino)-1-isobutyl-3-thia-1-azaspiro[4.4]nonane). As a reaction SMILES: [CH3:1][C:2]1[C:7]([CH3:8])=[CH:6][CH:5]=[C:4]([N+:9]([O-:11])=[O:10])[C:3]=1[N:12]=[C:13]1[S:17][CH2:16][C:15]2([CH2:21][CH2:20][CH2:19][CH2:18]2)[NH:14]1.[CH2:22](Br)[CH:23]([CH3:25])[CH3:24]>>[CH3:1][C:2]1[C:7]([CH3:8])=[CH:6][CH:5]=[C:4]([N+:9]([O-:11])=[O:10])[C:3]=1[N:12]=[C:13]1[S:17][CH2:16][C:15]2([CH2:21][CH2:20][CH2:19][CH2:18]2)[N:14]1[CH2:22][CH:23]([CH3:25])[CH3:24]. Procedure: 2,3-Dimethylaniline was converted to 2,3-dimethyl-6-nitroaniline according to Method A4a. The aniline was converted to 2,3-dimethyl-6-nitrophenyl isothiocyanate according to Method A2d. 1-Hydroxymethylcyclopentanamine was prepared according to Method B1c. The 2-hydroxyethylamine was converted to 1-chloromethylcyclopentanamine HCl salt according to Method B7e. 1-Chloromethylcyclopentanamine HCl salt was reacted with 2,3-dimethyl-6-nitrophenyl isothiocyanate according to Method C1e to give 2-(2,3-... The product is COC(=O)C(C)NCc1ccc(-c2ccccc2C#N)cc1. The reactants are N#Cc1ccccc1-c1ccc(C=O)cc1, [BH3-]C#N, COC(=O)C(C)N, Cl, [Na+]. Reaction SMILES: [C:1](#[N:2])[c:3]1[c:4](-[c:9]2[cH:10][cH:11][c:12]([CH:15]=[O:16])[cH:13][cH:14]2)[cH:5][cH:6][cH:7][cH:8]1.[C:25]([BH3-:26])#[N:27].[CH3:18][O:19][C:20]([CH:21]([NH2:22])[CH3:23])=[O:24].[ClH:17].[Na+:28]>>[C:1](#[N:2])[c:3]1[c:4](-[c:9]2[cH:10][cH:11][c:12]([CH2:15][NH:22][CH:21]([C:20]([O:19][CH3:18])=[O:24])[CH3:23])[cH:13][cH:14]2)[cH:5][cH:6][cH:7][cH:8]1. Reactants: O=C(c1ncc[nH]1)c1ncc[nH]1, Cc1cc(C(=O)O)nc(-c2ccc(N(C)C)cc2)c1, Nc1nnn[nH]1. Yields the product Cc1cc(C(=O)Nc2nnn[nH]2)nc(-c2ccc(N(C)C)cc2)c1. Reaction SMILES: [C:20]([c:21]1[nH:22][cH:23][cH:24][n:25]1)([c:26]1[nH:27][cH:28][cH:29][n:30]1)=[O:31].[CH3:1][c:2]1[cH:3][c:4]([C:17](=[O:18])[OH:19])[n:5][c:6](-[c:8]2[cH:9][cH:10][c:11]([N:14]([CH3:15])[CH3:16])[cH:12][cH:13]2)[cH:7]1.[NH2:32][c:33]1[n:34][n:35][n:36][nH:37]1>>[CH3:1][c:2]1[cH:3][c:4]([C:17](=[O:19])[NH:32][c:33]2[nH:34][n:35][n:36][n:37]2)[n:5][c:6](-[c:8]2[cH:9][cH:10][c:11]([N:14]([CH3:15])[CH3:16])[cH:12][cH:13]2)[cH:7]1. The reactants are ClC1=C(C=CC(=C1)OC)C1=C(C=CC=2N1N=C(C2C(=O)OCC)C)C (ethyl 7-(2-chloro-4-methoxyphenyl)-2,6-dimethylpyrazolo[1,5-a]pyridine-3-carboxylate), [OH-].[K+] (KOH), [OH-].[K+] (KOH). Solvent: C(C)O (ethanol), C1CCOC1 (THF), O (H2O). Reaction conditions: time 8 day. Product: ClC1=C(C=CC(=C1)OC)C1=C(C=CC=2N1N=C(C2C(=O)O)C)C (7-(2-chloro-4-methoxyphenyl)-2,6-dimethylpyrazolo[1,5-a]pyridine-3-carboxylic acid). Yield: 78.9%. As a reaction SMILES: [Cl:1][C:2]1[CH:7]=[C:6]([O:8][CH3:9])[CH:5]=[CH:4][C:3]=1[C:10]1[N:15]2[N:16]=[C:17]([CH3:24])[C:18]([C:19]([O:21]CC)=[O:20])=[C:14]2[CH:13]=[CH:12][C:11]=1[CH3:25].[OH-].[K+]>C(O)C.C1COCC1.O>[Cl:1][C:2]1[CH:7]=[C:6]([O:8][CH3:9])[CH:5]=[CH:4][C:3]=1[C:10]1[N:15]2[N:16]=[C:17]([CH3:24])[C:18]([C:19]([OH:21])=[O:20])=[C:14]2[CH:13]=[CH:12][C:11]=1[CH3:25] |f:1.2|. Reported procedure: A solution of ethyl 7-(2-chloro-4-methoxyphenyl)-2,6-dimethylpyrazolo[1,5-a]pyridine-3-carboxylate (0.82 g, 2.3 mmol) in ethanol (14 mL), THF (8 mL) and H2O (8 mL) was treated with KOH (3.12 g, 55.6 mmol) and stirred at room temperature for 8 days adding more KOH periodically. The reaction was concentrated in vacuo and the residue partitioned between Et2O and H2O. The aqueous layer was acidified with concentrated HCl, extracted with ethyl aceatate, washed with brine, dried over MgSO4 and filtere... Reactants: ClC1=NC=NC(=C1)Cl (4,6-dichloropyrimidine), N1N=CC=C1 (1H-pyrazole), C([O-])([O-])=O.[Cs+].[Cs+] (cesium carbonate), O (water). Run in CN(C)C=O (DMF). Yields the product ClC1=NC=NC(=C1)N1N=CC=C1 (4-chloro-6-(1H-pyrazol-1-yl)pyrimidine). Yield: 66.4%. RXN SMILES: Cl[C:2]1[CH:7]=[C:6]([Cl:8])[N:5]=[CH:4][N:3]=1.[NH:9]1[CH:13]=[CH:12][CH:11]=[N:10]1.C(=O)([O-])[O-].[Cs+].[Cs+].O>CN(C=O)C>[Cl:8][C:6]1[CH:7]=[C:2]([N:9]2[CH:13]=[CH:12][CH:11]=[N:10]2)[N:3]=[CH:4][N:5]=1 |f:2.3.4|. Reported procedure: A mixture of 4,6-dichloropyrimidine (5.96 g, 40 mmol), 1H-pyrazole (2.72 g, 40.0 mmol), and cesium carbonate (13.03 g, 40.0 mmol) was stirred in DMF (25 mL) at room temperature for 18 h. The reaction was diluted into 100 mL water and extracted with EtOAc. The combined organic layers were concentrated and purified by flash chromatography on a 240 g silica gel cartridge with 0 to 20% ethyl acetate in hexane to yield 4-chloro-6-(1H-pyrazol-1-yl)pyrimidine (4.80 g, 66% yield). 1H NMR (400 MHz, CHLOR... Reactants: C1COCCN1, CO, O=S(=O)(Nc1cccc(C2CO2)c1)c1ccc(-c2ccc(F)cc2F)cc1. Yields the product O=S(=O)(Nc1cccc(C(O)CN2CCOCC2)c1)c1ccc(-c2ccc(F)cc2F)cc1. Reaction SMILES: [CH2:28]1[CH2:29][O:30][CH2:31][CH2:32][NH:33]1.[CH3:34][OH:35].[F:1][c:2]1[c:3](-[c:9]2[cH:10][cH:11][c:12]([S:15](=[O:16])(=[O:17])[NH:18][c:19]3[cH:20][c:21]([CH:25]4[O:26][CH2:27]4)[cH:22][cH:23][cH:24]3)[cH:13][cH:14]2)[cH:4][cH:5][c:6]([F:8])[cH:7]1>>[F:1][c:2]1[c:3](-[c:9]2[cH:10][cH:11][c:12]([S:15](=[O:16])(=[O:17])[NH:18][c:19]3[cH:20][c:21]([CH:25]([OH:26])[CH2:27][N:33]4[CH2:28][CH2:29][O:30][CH2:31][CH2:32]4)[cH:22][cH:23][cH:24]3)[cH:13][cH:14]2)[cH:4][cH:5][c:6]([F:8])[cH:7]1. The reactants are C=CCOc1ccc(CN2CC(CCCC)C(CN(C=O)OCc3ccccc3)C2=O)cc1, C1COCCN1, ClCCl, O, c1ccc(P(c2ccccc2)(c2ccccc2)[Pd](P(c2ccccc2)(c2ccccc2)c2ccccc2)(P(c2ccccc2)(c2ccccc2)c2ccccc2)P(c2ccccc2)(c2ccccc2)c2ccccc2)cc1. Product: CCCCC1CN(Cc2ccc(O)cc2)C(=O)C1CN(C=O)OCc1ccccc1. RXN SMILES: [CH2:1]([CH:2]=[CH2:3])[O:4][c:5]1[cH:6][cH:7][c:8]([CH2:9][N:10]2[C:11](=[O:31])[CH:12]([CH2:19][N:20]([CH:21]=[O:22])[O:23][CH2:24][c:25]3[cH:26][cH:27][cH:28][cH:29][cH:30]3)[CH:13]([CH2:15][CH2:16][CH2:17][CH3:18])[CH2:14]2)[cH:32][cH:33]1.[CH2:34]1[NH:35][CH2:36][CH2:37][O:38][CH2:39]1.[Cl:41][CH2:42][Cl:43].[OH2:40].[cH:44]1[cH:45][cH:46][c:47]([P:48]([Pd:49]([P:50]([c:51]2[cH:52][cH:53][cH:54][cH:55][cH:56]2)([c:57]2[cH:58][cH:59][cH:60][cH:61][cH:62]2)[c:63]2[cH:64][cH:65][cH:66][cH:67][cH:68]2)([P:69]([c:70]2[cH:71][cH:72][cH:73][cH:74][cH:75]2)([c:76]2[cH:77][cH:78][cH:79][cH:80][cH:81]2)[c:82]2[cH:83][cH:84][cH:85][cH:86][cH:87]2)[P:88]([c:89]2[cH:90][cH:91][cH:92][cH:93][cH:94]2)([c:95]2[cH:96][cH:97][cH:98][cH:99][cH:100]2)[c:101]2[cH:102][cH:103][cH:104][cH:105][cH:106]2)([c:107]2[cH:108][cH:109][cH:110][cH:111][cH:112]2)[c:113]2[cH:114][cH:115][cH:116][cH:117][cH:118]2)[cH:119][cH:120]1>>[OH:4][c:5]1[cH:6][cH:7][c:8]([CH2:9][N:10]2[C:11](=[O:31])[CH:12]([CH2:19][N:20]([CH:21]=[O:22])[O:23][CH2:24][c:25]3[cH:26][cH:27][cH:28][cH:29][cH:30]3)[CH:13]([CH2:15][CH2:16][CH2:17][CH3:18])[CH2:14]2)[cH:32][cH:33]1. Run in glass. Procedure: A 150 mL glass ampule equipped with a grease free high-vacuum PTFE valve and a TEFLON™ coated stir bar was flamed-out under vacuum. Inside the dry-box, the ampule was loaded with 920 mg (8.00 mmol) 5-nitro-2H-tetrazole and 61.6 mg (2.00 mmol) ammonia borane. The ampule was connected to a vacuum line, evacuated and cooled to −196° C. About 10 mL of dry dimethoxyethane was slowly condensed into the ampule. The ampule was closed and allowed to warm to ambient temperature. After 30 minutes, the ampu... Conditions: temperature -196 celsius, time 30 minute. Yields the product [N+](=O)([O-])C=1N=NN(N1)[B-](N1N=C(N=N1)[N+](=O)[O-])(N1N=C(N=N1)[N+](=O)[O-])N1N=C(N=N1)[N+](=O)[O-].[NH4+] (ammonium tetrakis(5-nitro-2H-tetrazolyl)borate). As a reaction SMILES: [N+:1]([C:4]1[N:5]=[N:6][NH:7][N:8]=1)([O-:3])=[O:2].[NH3:9].[BH3:10].[H][H]>>[N+:1]([C:4]1[N:5]=[N:6][N:7]([B-:10]([N:6]2[N:7]=[N:8][C:4]([N+:1]([O-:3])=[O:2])=[N:5]2)([N:6]2[N:7]=[N:8][C:4]([N+:1]([O-:3])=[O:2])=[N:5]2)[N:9]2[N:7]=[N:8][C:4]([N+:1]([O-:3])=[O:2])=[N:5]2)[N:8]=1)([O-:3])=[O:2].[NH4+:1] |f:1.2,4.5|. Starting materials: N.B (ammonia borane), [H][H] (hydrogen), TEFLON, [N+](=O)([O-])C=1N=NNN1 (5-nitro-2H-tetrazole), PTFE.